This data is from the Open Reaction Database (ORD), a public repository of structured organic reaction records. The task is: describe an organic reaction: reactants, conditions, products, and yield Reactants: O=C([O-])O, C=CCOC(=O)Nc1cc(C(C)O)ccc1CC(=O)OCC, CC(C)=O. Yields the product C=CCOC(=O)Nc1cc(C(C)=O)ccc1CC(=O)OCC. RXN SMILES: [C:23](=[O:24])([OH:25])[O-:26].[CH2:1]([CH:2]=[CH2:3])[O:4][C:5](=[O:6])[NH:7][c:8]1[c:9]([CH2:17][C:18](=[O:19])[O:20][CH2:21][CH3:22])[cH:10][cH:11][c:12]([CH:14]([CH3:15])[OH:16])[cH:13]1.[CH3:27][C:28](=[O:29])[CH3:30]>>[CH2:1]([CH:2]=[CH2:3])[O:4][C:5](=[O:6])[NH:7][c:8]1[c:9]([CH2:17][C:18](=[O:19])[O:20][CH2:21][CH3:22])[cH:10][cH:11][c:12]([C:14]([CH3:15])=[O:16])[cH:13]1. The reactants are BrC1=CC(=C(C(=O)[O-])C=C1)CBr (4-bromo-2-(bromomethyl)benzoate), NCC(C)O (1-amino-2-propanol). The product is BrC=1C=C2CN(C(C2=CC1)=O)CC(C)O (5-bromo-2-(2-hydroxypropyl)isoindolin-1-one). RXN SMILES: [Br:1][C:2]1[CH:10]=[CH:9][C:5]([C:6]([O-:8])=O)=[C:4]([CH2:11]Br)[CH:3]=1.[NH2:13][CH2:14][CH:15]([OH:17])[CH3:16]>>[Br:1][C:2]1[CH:3]=[C:4]2[C:5](=[CH:9][CH:10]=1)[C:6](=[O:8])[N:13]([CH2:14][CH:15]([OH:17])[CH3:16])[CH2:11]2. Reported procedure: This compound was prepared using procedures analogous to those described for the synthesis of Example 52, Step 6 starting from 4-bromo-2-(bromomethyl)benzoate and 1-amino-2-propanol (Aldrich Cat No. 110248). LCMS (M+H)+=270.0/272.0. Starting materials: 32, COC=1C=C(C=CC1OC)C(C#N)(CCCCCN1CC2=CC(=C(C=C2C1)O)OC)SC1=CC=C(C=C1)C (α-(3,4-dimethoxyphenyl)-1,3-dihydro-5-hydroxy-6-methoxy-α-[(4-methylphenyl)thio]-2H-isoindole-2-heptanenitrile), C1(=CC=C(C=C1)S(=O)(=O)OCCCl)C (2-chloroethyl p-toluenesulfonate). The product is ClCCOC=1C=C2CN(CC2=CC1OC)CCCCCC(C#N)(SC1=CC=C(C=C1)C)C1=CC(=C(C=C1)OC)OC (5-(2-Chloroethoxy)-α-(3,4-dimethoxyphenyl)-1,3-dihydro-6-methoxy-α-[(4-methylphenyl)thio]-2H-isoindole-2-heptanenitrile). Yield: 73.0%. Reaction SMILES: [CH3:1][O:2][C:3]1[CH:4]=[C:5]([C:11]([S:31][C:32]2[CH:37]=[CH:36][C:35]([CH3:38])=[CH:34][CH:33]=2)([CH2:14][CH2:15][CH2:16][CH2:17][CH2:18][N:19]2[CH2:27][C:26]3[C:21](=[CH:22][C:23]([O:29][CH3:30])=[C:24]([OH:28])[CH:25]=3)[CH2:20]2)[C:12]#[N:13])[CH:6]=[CH:7][C:8]=1[O:9][CH3:10].C1(C)C=CC(S(O[CH2:49][CH2:50][Cl:51])(=O)=O)=CC=1>>[Cl:51][CH2:50][CH2:49][O:28][C:24]1[CH:25]=[C:26]2[C:21](=[CH:22][C:23]=1[O:29][CH3:30])[CH2:20][N:19]([CH2:18][CH2:17][CH2:16][CH2:15][CH2:14][C:11]([C:5]1[CH:6]=[CH:7][C:8]([O:9][CH3:10])=[C:3]([O:2][CH3:1])[CH:4]=1)([S:31][C:32]1[CH:33]=[CH:34][C:35]([CH3:38])=[CH:36][CH:37]=1)[C:12]#[N:13])[CH2:27]2. Procedure details: The procedure of Example of 32 is used with 0.45 g of α-(3,4-dimethoxyphenyl)-1,3-dihydro-5-hydroxy-6-methoxy-α-[(4-methylphenyl)thio]-2H-isoindole-2-heptanenitrile and 0.65 g of 2-chloroethyl p-toluenesulfonate. This affords 0.367 g of the desired product as a light brown oil. MS(Hi res): m/z Calcd for C33H39N2SClO4 595.2397 Found 595.2391(M+H) Starting materials: C(C)OC(C=CC=1SC(=CC1)C=CC(=O)OCC)=O (3-[5-(2-Ethoxycarbonylvinyl)thiophen-2-yl]acrylic Acid Ethyl Ester). Reagents/catalysts: [Pd] (palladium). Solvent: CO (MeOH). Reaction conditions: time 1 hour. Yields the product C(C)OC(CCC=1SC(=CC1)CCC(=O)OCC)=O (3-[5-(2-Ethoxycarbonylethyl)-thiophen-2-yl]propionic Acid Ethyl Ester). Yield: 100.5%. RXN SMILES: [CH2:1]([O:3][C:4](=[O:19])[CH:5]=[CH:6][C:7]1[S:8][C:9]([CH:12]=[CH:13][C:14]([O:16][CH2:17][CH3:18])=[O:15])=[CH:10][CH:11]=1)[CH3:2]>CO.[Pd]>[CH2:17]([O:16][C:14](=[O:15])[CH2:13][CH2:12][C:9]1[S:8][C:7]([CH2:6][CH2:5][C:4]([O:3][CH2:1][CH3:2])=[O:19])=[CH:11][CH:10]=1)[CH3:18]. Procedure details: A stirred solution of the intermediate from Step A (6.0 g, 21 mmol) in MeOH (200 mL) was flushed with nitrogen gas and then palladium (600 mg; 10 wt. % (dry basis) on activated carbon) was added. The reaction flask was placed under vacuum and flushed with hydrogen gas (3 cycles). The reaction mixture was stirred for 1 hour and then flushed with nitrogen gas, filtered and the solvent removed under reduced pressure to afford 6.0 g of the title intermediate (99% yield), which was used without furth... Starting materials: 5R, C(#N)CC(CC(CC(=O)OC(C)(C)C)=O)O (1,1-dimethylethyl 6-cyano-5-hydroxy-3-oxohexanoate), [BH4-].[Na+] (Sodium borohydride). Solvent: C(C)B(CC)CC (triethylborane), C1CCOC1 (THF), COCCOCCOCCOC (triglyme), CO (methanol), O1CCCC1 (tetrahydrofuran). The product is C(#N)CC(CC(CC(=O)OC(C)(C)C)O)O (1,1-dimethylethyl 6-cyano-3,5-dihydroxyhexanoate). As a reaction SMILES: [C:1]([CH2:3][CH:4]([OH:16])[CH2:5][C:6](=[O:15])[CH2:7][C:8]([O:10][C:11]([CH3:14])([CH3:13])[CH3:12])=[O:9])#[N:2].[BH4-].[Na+]>C(B(CC)CC)C.C1COCC1.CO.COCCOCCOCCOC>[C:1]([CH2:3][CH:4]([OH:16])[CH2:5][CH:6]([OH:15])[CH2:7][C:8]([O:10][C:11]([CH3:12])([CH3:14])[CH3:13])=[O:9])#[N:2] |f:1.2|. Procedure details: Crude 5R 1,1-dimethylethyl 6-cyano-5-hydroxy-3-oxohexanoate (about 130 mmoles) from Step (1) is dissolved in 100 mL 1 M triethylborane in THF and 65 mL tetrahydrofuran, stirred for about 2 hours at room temperature, then cooled to −75° C.±20° C., and diluted with 25 mL methanol. Sodium borohydride (6 g) as a solution in triglyme (75 mL) is added slowly. After the addition, the reaction mixture is warmed to 20° C. to 25° C. The reaction mixture is quenched by the addition of 20 mL methanol and 8 ... Starting materials: C1=C(C=CC2=CC=CC=C12)S(=O)(=O)Cl (2-naphthalenesulfonyl chloride), NC=1C=C(C=CC1)C1=NN=NN1 (5-(3-aminophenyl)tetrazole). The product is N1N=NN=C1C=1C=C(C=CC1)NS(=O)(=O)C1=CC2=CC=CC=C2C=C1 (N-[3-(1H-Tetrazol-5-yl)phenyl]naphthalene-2-sulfonamide). The yield is 56.9%. As a reaction SMILES: [CH:1]1[C:10]2[C:5](=[CH:6][CH:7]=[CH:8][CH:9]=2)[CH:4]=[CH:3][C:2]=1[S:11](Cl)(=[O:13])=[O:12].[NH2:15][C:16]1[CH:17]=[C:18]([C:22]2[NH:26][N:25]=[N:24][N:23]=2)[CH:19]=[CH:20][CH:21]=1>>[NH:26]1[C:22]([C:18]2[CH:17]=[C:16]([NH:15][S:11]([C:2]3[CH:3]=[CH:4][C:5]4[C:10](=[CH:9][CH:8]=[CH:7][CH:6]=4)[CH:1]=3)(=[O:13])=[O:12])[CH:21]=[CH:20][CH:19]=2)=[N:23][N:24]=[N:25]1. Reported procedure: The product was prepared according to General Procedure 1, described in Example 1, starting from 2-naphthalenesulfonyl chloride (13 mg, 0.055 mmol) and 5-(3-aminophenyl)tetrazole (8 mg, 0.05 mmol) giving 10 mg (57%) of the title compound. MS (ESI+) calcd for C17H13N5O2S 351.078995, found 351.080505 Starting materials: COC=1NC(=C(C(N1)C1=CC(=CC=C1)[N+](=O)[O-])C(=O)OCC)C (1,4-dihydro-2-methoxy-6-methyl-4-(3-nitrophenyl)-5-pyrimidinecarboxylic acid, ethyl ester), N1=CC=CC=C1 (pyridine), methanol ice, C(CC)(=O)Cl (propionyl chloride). Run in ClCCl (dichloromethane). Reaction conditions: time 2 hour. Yields the product CC1=C(C(N(C(N1)=O)C(CC)=O)C1=CC(=CC=C1)[N+](=O)[O-])C(=O)OCC (1,2,3,4-Tetrahydro-6-methyl-4-(3-nitrophenyl)-3-(1-oxopropyl)-2-oxo-5-pyrimidinecarboxylic acid, ethyl ester). Isolated yield 66.8%. Reaction SMILES: C[O:2][C:3]1[NH:4][C:5]([CH3:23])=[C:6]([C:18]([O:20][CH2:21][CH3:22])=[O:19])[CH:7]([C:9]2[CH:14]=[CH:13][CH:12]=[C:11]([N+:15]([O-:17])=[O:16])[CH:10]=2)[N:8]=1.N1C=CC=CC=1.[C:30](Cl)(=[O:33])[CH2:31][CH3:32]>ClCCl>[CH3:23][C:5]1[NH:4][C:3](=[O:2])[N:8]([C:30](=[O:33])[CH2:31][CH3:32])[CH:7]([C:9]2[CH:14]=[CH:13][CH:12]=[C:11]([N+:15]([O-:17])=[O:16])[CH:10]=2)[C:6]=1[C:18]([O:20][CH2:21][CH3:22])=[O:19]. Reported procedure: A solution of 1,4-dihydro-2-methoxy-6-methyl-4-(3-nitrophenyl)-5-pyrimidinecarboxylic acid, ethyl ester (750 mg., 2.35 mmole) and dry pyridine (0.57 ml., 7.05 mmole) in dichloromethane (5.0 ml.) at -20° (methanol/ice bath) under argon is treated dropwise via gas-tight syringe with propionyl chloride (0.26 ml., 2.82 mmole). The reaction mixture is stirred for 2.0 hours and evaporated. The solid yellow residue is dissolved in methanol (25 ml.) and tetrahydrofuran (15 ml.) and treated with 5N hydro... Starting materials: [N+](=O)(O)[O-] (nitric acid), N (ammonia), N#CN (cyanamide), [N+](=O)(O)[O-] (Nitric acid), C(C=C)OCC1=C(C=C(C=C1)[N+](=O)[O-])N (2-[(2-propenyloxy)-methyl]-5-nitrobenzenamine), 200C, N#CN (cyanamide). Run in O (water), C(C)O (ethanol), O (water). Conditions: temperature 0 celsius. The product is C(C=C)OCC1=C(C=C(C=C1)[N+](=O)[O-])NC(=N)N ({2-[(2-Propenyloxy)-methyl]-5-nitrophenyl}-guanidine). As a reaction SMILES: [N+]([O-])(O)=O.[CH2:5]([O:8][CH2:9][C:10]1[CH:15]=[CH:14][C:13]([N+:16]([O-:18])=[O:17])=[CH:12][C:11]=1[NH2:19])[CH:6]=[CH2:7].[N:20]#[C:21][NH2:22].N>C(O)C.O>[CH2:5]([O:8][CH2:9][C:10]1[CH:15]=[CH:14][C:13]([N+:16]([O-:18])=[O:17])=[CH:12][C:11]=1[NH:19][C:21]([NH2:22])=[NH:20])[CH:6]=[CH2:7]. Procedure: Nitric acid (1.04 mL of 65%, 15 mmol) is added to a stirred solution of 2-[(2-propenyloxy)-methyl]-5-nitrobenzenamine (3.15 g, 15 mmol) in ethanol (30 mL) at 200C. A solution of cyanamide (0.95 g, 22.5 mmol) in water (1 mL) is then added dropwise to the stirred mixture at 95° C. over a period of 60 min. The mixture is heated at 95° C. for 14 h, with additional aliquots of cyanamide (total 2.2 g, 58 mmol) being added throughout this period and with the acidity being periodically adjusted to pH 3 ... Reactants: CCOC(C)=O, CC(C)(C)OC(=O)N1CC2CN(c3cnc(Cl)c(Cl)c3)CC21, O, Cc1ccc(S(=O)(=O)O)cc1. Yields the product Clc1cc(N2CC3CNC3C2)cnc1Cl, Cc1ccc(S(=O)(=O)O)cc1. Reaction SMILES: [CH3:35][CH2:36][O:37][C:38](=[O:39])[CH3:40].[Cl:1][c:2]1[cH:3][c:4]([N:9]2[CH2:10][CH:11]3[CH2:12][N:13]([C:16]([O:17][C:18]([CH3:19])([CH3:20])[CH3:21])=[O:22])[CH:14]3[CH2:15]2)[cH:5][n:6][c:7]1[Cl:8].[OH2:23].[c:24]1([CH3:34])[cH:25][cH:26][c:27]([S:30](=[O:31])(=[O:32])[OH:33])[cH:28][cH:29]1>>[Cl:1][c:2]1[cH:3][c:4]([N:9]2[CH2:10][CH:11]3[CH2:12][NH:13][CH:14]3[CH2:15]2)[cH:5][n:6][c:7]1[Cl:8].[c:24]1([CH3:34])[cH:25][cH:26][c:27]([S:30](=[O:31])(=[O:32])[OH:33])[cH:28][cH:29]1.